Dataset: the Open Reaction Database (ORD), a public repository of structured organic reaction records. Task: describe an organic reaction: reactants, conditions, products, and yield Starting materials: CC(=O)N1CCC(=O)NCc2cc(N)ccc21, N#CCOc1ccccc1Nc1nc(Cl)ncc1Cl. Product: CC(=O)N1CCC(=O)NCc2cc(Nc3ncc(Cl)c(Nc4ccccc4OCC#N)n3)ccc21. As a reaction SMILES: [C:20]([CH3:21])(=[O:22])[N:23]1[c:24]2[c:25]([cH:32][c:33]([NH2:36])[cH:34][cH:35]2)[CH2:26][NH:27][C:28](=[O:31])[CH2:29][CH2:30]1.[Cl:1][c:2]1[n:3][cH:4][c:5]([Cl:19])[c:6]([NH:8][c:9]2[c:10]([O:11][CH2:12][C:13]#[N:14])[cH:15][cH:16][cH:17][cH:18]2)[n:7]1>>[c:2]1([NH:36][c:33]2[cH:32][c:25]3[c:24]([cH:35][cH:34]2)[N:23]([C:20]([CH3:21])=[O:22])[CH2:30][CH2:29][C:28](=[O:31])[NH:27][CH2:26]3)[n:3][cH:4][c:5]([Cl:19])[c:6]([NH:8][c:9]2[c:10]([O:11][CH2:12][C:13]#[N:14])[cH:15][cH:16][cH:17][cH:18]2)[n:7]1. Reactants: ClCC(=O)Cl (chloroacetyl chloride), C=1SC=C2NC3=C(NC(C21)=O)C=CC=C3 (9,10-dihydro-4H-thieno[3,4-b][1,5]benzodiazepin-10-one). Run in O1CCOCC1 (dioxane). Reaction conditions: time 3 hour. Yields the product ClCC(=O)N1C=2C(C(NC3=C1C=CC=C3)=O)=CSC2 (4-chloroacetyl-9,10-dihydro-4H-thieno[3,4-b][1,5]benzodiazepin-10-one). RXN SMILES: [Cl:1][CH2:2][C:3](Cl)=[O:4].[CH:6]1[S:7][CH:8]=[C:9]2[C:15]=1[C:14](=[O:16])[NH:13][C:12]1[CH:17]=[CH:18][CH:19]=[CH:20][C:11]=1[NH:10]2>O1CCOCC1>[Cl:1][CH2:2][C:3]([N:10]1[C:11]2[CH:20]=[CH:19][CH:18]=[CH:17][C:12]=2[NH:13][C:14](=[O:16])[C:15]2=[CH:6][S:7][CH:8]=[C:9]12)=[O:4]. Reported procedure: 10.4 ml of chloroacetyl chloride are added dropwise at room temperature to a suspension of 18.8 g of 9,10-dihydro-4H-thieno[3,4-b][1,5]benzodiazepin-10-one in 500 ml of dioxane, whereupon a clear solution is formed. The solution is left to stand for 3 hours and is then concentrated to dryness; the obtained residue is taken up in toluene; the toluene mixture is washed with sodium bicarbonate solution and then with water, and the toluene solution is dried over sodium sulfate. Concentration of the ... Starting materials: ClC1=CC=NC2=CC(=C(C=C12)OC)OC (4-chloro-6,7-dimethoxyquinoline), ClC1=CC(=C(N)C=C1O)F (4-chloro-2-fluoro-5-hydroxyaniline). The solvent is CC(CCC)O (2-pentanol). Conditions: temperature 120 celsius. Yields the product Cl.ClC1=CC(=C(NC2=CC=NC3=CC(=C(C=C23)OC)OC)C=C1O)F (4-(4-chloro-2-fluoro-5-hydroxyanilino)-6,7-dimethoxyquinoline hydrochloride). The yield is 67.4%. As a reaction SMILES: [Cl:1][C:2]1[C:11]2[C:6](=[CH:7][C:8]([O:14][CH3:15])=[C:9]([O:12][CH3:13])[CH:10]=2)[N:5]=[CH:4][CH:3]=1.[Cl:16][C:17]1[C:23]([OH:24])=[CH:22][C:20]([NH2:21])=[C:19]([F:25])[CH:18]=1>CC(O)CCC>[ClH:1].[Cl:16][C:17]1[C:23]([OH:24])=[CH:22][C:20]([NH:21][C:2]2[C:11]3[C:6](=[CH:7][C:8]([O:14][CH3:15])=[C:9]([O:12][CH3:13])[CH:10]=3)[N:5]=[CH:4][CH:3]=2)=[C:19]([F:25])[CH:18]=1 |f:3.4|. Reported procedure: A suspension of 4-chloro-6,7-dimethoxyquinoline (0.2 g, 0.89 mmol) and 4-chloro-2-fluoro-5-hydroxyaniline (173 mg, 1 mmol), (as described in EP 61741 A2), in 2-pentanol (2.5 ml) was heated at 120° C. for 6 hours. The resulting solid was collected by filtration, washed with isopropanol and then ether and dried under vacuum to give 4-(4-chloro-2-fluoro-5-hydroxyanilino)-6,7-dimethoxyquinoline hydrochloride (231 mg, 67%) as a white solid. Starting materials: CC(C)(Cc1ccc(F)cc1)NC(=O)C(CCC(=O)OC(C)(C)C)NC(=O)c1ccc(-c2ccccc2)cc1, Cc1ccccc1, O=C(O)C(F)(F)F. Yields the product CC(C)(Cc1ccc(F)cc1)NC(=O)C(CCC(=O)O)NC(=O)c1ccc(-c2ccccc2)cc1. Reaction SMILES: [C:1]([CH3:2])([CH3:3])([CH3:4])[O:5][C:6]([CH2:7][CH2:8][CH:9]([C:10]([NH:11][C:12]([CH2:13][c:14]1[cH:15][cH:16][c:17]([F:20])[cH:18][cH:19]1)([CH3:21])[CH3:22])=[O:23])[NH:24][C:25](=[O:26])[c:27]1[cH:28][cH:29][c:30](-[c:33]2[cH:34][cH:35][cH:36][cH:37][cH:38]2)[cH:31][cH:32]1)=[O:39].[CH3:47][c:48]1[cH:49][cH:50][cH:51][cH:52][cH:53]1.[OH:40][C:41]([C:42]([F:43])([F:44])[F:45])=[O:46]>>[O:5]=[C:6]([CH2:7][CH2:8][CH:9]([C:10]([NH:11][C:12]([CH2:13][c:14]1[cH:15][cH:16][c:17]([F:20])[cH:18][cH:19]1)([CH3:21])[CH3:22])=[O:23])[NH:24][C:25](=[O:26])[c:27]1[cH:28][cH:29][c:30](-[c:33]2[cH:34][cH:35][cH:36][cH:37][cH:38]2)[cH:31][cH:32]1)[OH:39].